This data is from the Open Reaction Database (ORD), a public repository of structured organic reaction records. The task is: describe an organic reaction: reactants, conditions, products, and yield The reactants are OCC(O)CCC(O)CO, O=S(=O)(O)O. Product: OCC1CCC(CO)O1. RXN SMILES: [CH2:1]([CH:2]([OH:3])[CH2:4][CH2:5][CH:6]([OH:7])[CH2:8][OH:9])[OH:10].[S:11](=[O:12])(=[O:13])([OH:14])[OH:15]>>[CH2:1]([CH:2]1[CH2:4][CH2:5][CH:6]([CH2:8][OH:9])[O:7]1)[OH:10]. RXN SMILES: C[O:2][C:3]([C:5]1[CH:10]=[CH:9][C:8]([O:11][C:12]([N:14]2[CH2:18][CH:17]([CH2:19][C:20]([CH3:23])([CH3:22])[CH3:21])[C:16]3([C:31]4[C:26](=[CH:27][C:28]([Cl:32])=[CH:29][CH:30]=4)[NH:25][C:24]3=[O:33])[CH:15]2[C:34]2[CH:39]=[CH:38][CH:37]=[C:36]([Cl:40])[C:35]=2[F:41])=[O:13])=[CH:7][CH:6]=1)=[O:4].[Li+].[OH-].CO>O1CCCC1.O>[C:3]([C:5]1[CH:10]=[CH:9][C:8]([O:11][C:12]([N:14]2[CH2:18][CH:17]([CH2:19][C:20]([CH3:23])([CH3:22])[CH3:21])[C:16]3([C:31]4[C:26](=[CH:27][C:28]([Cl:32])=[CH:29][CH:30]=4)[NH:25][C:24]3=[O:33])[CH:15]2[C:34]2[CH:39]=[CH:38][CH:37]=[C:36]([Cl:40])[C:35]=2[F:41])=[O:13])=[CH:7][CH:6]=1)([OH:4])=[O:2] |f:1.2|. The product is C(=O)(O)C1=CC=C(C=C1)OC(=O)N1C(C2(C(C1)CC(C)(C)C)C(NC1=CC(=CC=C12)Cl)=O)C1=C(C(=CC=C1)Cl)F (rac-(2′S,3′S,4′S)-6-chloro-2′-(3-chloro-2-fluoro-phenyl)-4′-(2,2-dimethyl-propyl)-2-oxo-1,2-dihydro-spiro[indole-3,3′-pyrrolidine]-1′-carboxylic acid 4-carboxy-phenyl ester). Starting materials: [Li+].[OH-] (LiOH), CO (methanol), COC(=O)C1=CC=C(C=C1)OC(=O)N1C(C2(C(C1)CC(C)(C)C)C(NC1=CC(=CC=C12)Cl)=O)C1=C(C(=CC=C1)Cl)F (rac-(2′S,3′S,4′S)-6-chloro-2′-(3-chloro-2-fluoro-phenyl)-4′-(2,2-dimethyl-propyl)-2-oxo-1,2-dihydro-spiro[indole-3,3′-pyrrolidine]-1′-carboxylic acid 4-methoxycarbonyl-phenyl ester). Solvent: O1CCCC1 (tetrahydrofuran), O (water). Reported procedure: In a manner similar to the method described in Example 13, rac-(2′S,3′S,4′S)-6-chloro-2′-(3-chloro-2-fluoro-phenyl)-4′-(2,2-dimethyl-propyl)-2-oxo-1,2-dihydro-spiro[indole-3,3′-pyrrolidine]-1′-carboxylic acid 4-methoxycarbonyl-phenyl ester (10 mg, 0.02 mmol) was heated with aqueous LiOH (4 mg, 0.2 mmol) in tetrahydrofuran (3 mL), water (3 mL), and methanol (1 mL) at room temperature for 18 h to give rac-(2′S,3′S,4′S)-6-chloro-2′-(3-chloro-2-fluoro-phenyl)-4′-(2,2-dimethyl-propyl)-2-oxo-1,2-dihyd... RXN SMILES: [OH:1][C:2]1[C:11]([C:12]([OH:14])=O)=[CH:10][C:9]2[C:4](=[CH:5][CH:6]=[CH:7][CH:8]=2)[CH:3]=1.S([O:20][CH3:21])(OC)(=O)=O.[C:22]([O-])([O-])=O.[K+].[K+].O>CC(C)=O>[CH3:22][O:1][C:2]1[C:11]([C:12]([O:20][CH3:21])=[O:14])=[CH:10][C:9]2[C:4](=[CH:5][CH:6]=[CH:7][CH:8]=2)[CH:3]=1 |f:2.3.4|. The product is COC1=CC2=CC=CC=C2C=C1C(=O)OC (methyl 2-methoxy-3-naphthoate). Reactants: O (water), OC1=CC2=CC=CC=C2C=C1C(=O)O (2-Hydroxy-3-naphthoic acid), S(=O)(=O)(OC)OC (dimethyl sulfate), C(=O)([O-])[O-].[K+].[K+] (K2CO3). Run at time 2 hour. Solvent: CC(=O)C (acetone). Procedure details: 2-Hydroxy-3-naphthoic acid (18.8 g; 100 mmol), dimethyl sulfate (1 eq.) and anhydrous K2CO3 (4.8 eq.) in 500 cm3 of anhydrous acetone are maintained at reflux for 6 h. 25 cm3 of water are added to the cooled mixture, which is stirred at room temperaure for 2 h. After filtration, ether is added and the solution is dried over MgSO4. The solvent is evaporated off to give the compound, which is purified by flash chromatography on silica gel (eluent: ether/petroleum ether). Oil. Starting materials: O=C(OCc1cc(F)nc(F)c1)c1ccccc1, C[O-], CO, [Cl-], [NH4+], [Na+]. The product is OCc1cc(F)nc(F)c1. RXN SMILES: [C:1](=[O:2])([c:3]1[cH:4][cH:5][cH:6][cH:7][cH:8]1)[O:9][CH2:10][c:11]1[cH:12][c:13]([F:18])[n:14][c:15]([F:17])[cH:16]1.[CH3:19][O-:20].[CH3:24][OH:25].[Cl-:22].[NH4+:23].[Na+:21]>>[OH:9][CH2:10][c:11]1[cH:12][c:13]([F:18])[n:14][c:15]([F:17])[cH:16]1. The reactants are FC=1C=C2C=CC=NC2=C(C1)N1CCNCC1 (6-fluoro-8-piperazino quinoline), C(C)(C)N(C(C)C)CC (N,N-diisopropylethylamine), O1C=C(C2=C1C=CC=C2)CCO (2-(1-benzofuran-3-yl)ethanol), C1(=CC=C(C=C1)S(=O)(=O)Cl)C (p-toluenesulfonyl chloride), S(=O)(=O)([O-])C1=CC=C(C)C=C1 (tosylate). Run in CS(=O)C (DMSO), N1=CC=CC=C1 (pyridine). Reaction conditions: time 48 hour. Yields the product O1C=C(C2=C1C=CC=C2)CCN2CCN(CC2)C=2C=C(C=C1C=CC=NC21)F (8-{4-[2-(1-benzofuran-3-yl)ethyl]-1-piperazinyl}-6-fluoroquinoline). RXN SMILES: [O:1]1[C:5]2[CH:6]=[CH:7][CH:8]=[CH:9][C:4]=2[C:3]([CH2:10][CH2:11]O)=[CH:2]1.C1(C)C=CC(S(Cl)(=O)=O)=CC=1.S(C1C=CC(C)=CC=1)([O-])(=O)=O.[F:35][C:36]1[CH:37]=[C:38]2[C:43](=[C:44]([N:46]3[CH2:51][CH2:50][NH:49][CH2:48][CH2:47]3)[CH:45]=1)[N:42]=[CH:41][CH:40]=[CH:39]2.C(N(CC)C(C)C)(C)C>N1C=CC=CC=1.CS(C)=O>[O:1]1[C:5]2[CH:6]=[CH:7][CH:8]=[CH:9][C:4]=2[C:3]([CH2:10][CH2:11][N:49]2[CH2:50][CH2:51][N:46]([C:44]3[CH:45]=[C:36]([F:35])[CH:37]=[C:38]4[C:43]=3[N:42]=[CH:41][CH:40]=[CH:39]4)[CH2:47][CH2:48]2)=[CH:2]1. Procedure details: To a stirred solution of 2-(1-benzofuran-3-yl)ethanol (815 mg, 5 mmol) in anhydrous pyridine (20 ml), p-toluenesulfonyl chloride (1.14 g, 6.0 mmol) was added. The reaction mixture was kept at 0° C. for 48 hrs and quenched with ice cold water. The reaction mixture was extracted with chloroform, washed well with water, and dried over anhydrous MgSO4. It was then filtered and concentrated. The crude product obtained was taken to next step without any purification. A mixture of tosylate (316 mg. 1 m...